From a dataset of the Open Reaction Database (ORD), a public repository of structured organic reaction records. describe an organic reaction: reactants, conditions, products, and yield Reactants: aqueous solution, C(C=C)(=O)N (acrylamide), [Cl-].C[N+](CCOC(C=C)=O)(C)C (2-trimethylammonioethylacrylate chloride), C=CC1=CC=CC=C1 (styrene). Solvent: C(C)(C)O (isopropanol). Conditions: temperature 75 celsius. Yields the product C=CC1=CC=CC=C1.C(C=C)(=O)N (Styrene Acrylamide). As a reaction SMILES: [Cl-].C[N+](C)(C)CCOC(=O)C=C.[CH2:13]=[CH:14][C:15]1[CH:20]=[CH:19][CH:18]=[CH:17][CH:16]=1.[C:21]([NH2:25])(=[O:24])[CH:22]=[CH2:23]>C(O)(C)C>[CH2:13]=[CH:14][C:15]1[CH:20]=[CH:19][CH:18]=[CH:17][CH:16]=1.[C:21]([NH2:25])(=[O:24])[CH:22]=[CH2:23] |f:0.1,5.6|. Procedure: To a 500 mL round-bottom, three-neck flask fitted with a thermocouple, reflux condenser, and septum was added 150 mL of isopropanol followed by 16.13 g of a 50% aqueous solution of 2-trimethylammonioethylacrylate chloride, 8.06 g of styrene, and 8.06 g of acrylamide. The solution was purged with nitrogen for 1 hour and 0.5 g AIBN was added. The mixture was purged for ~ 15 minutes until all of the AIBN dissolved. The solution was heated to 75° C. under nitrogen for 16 hours.